Task: describe an organic reaction: reactants, conditions, products, and yield. Dataset: the Open Reaction Database (ORD), a public repository of structured organic reaction records Starting materials: O[C@H]1[C@@H]([C@H](C(C1)=O)CC(CCCCC(=O)OC)=O)\C=C\[C@H](C[C@H](CCCC)C)O (methyl 7-{(1R,2R,3R)-3-hydroxy-2-[(1E,3S,5S)-3-hydroxy-5-methyl-1-nonenyl]-5-oxocyclopentyl}-6-oxoheptanoate), O[C@H](/C=C/[C@@H]1[C@H](C(CC1)=O)CCSC=1SC=C(N1)C(=O)OCC)C[C@H](CCCC)C (ethyl 2-[(2-{(1R,2R)-2-[(1E,3S,5S)-3-hydroxy-5-methyl-1-nonenyl]-5-oxocyclopentyl}ethyl)thio]-1,3-thiazole-4-carboxylate). Product: O[C@H]1[C@@H]([C@H](C(C1)=O)CC(CCCCC(=O)O)=O)\C=C\[C@H](C[C@H](CCCC)C)O (7-{(1R,2R,3R)-3-hydroxy-2-[(1E,3S,5S)-3-hydroxy-5-methyl-1-nonenyl]-5-oxocyclopentyl}-6-oxoheptanoic acid). RXN SMILES: [OH:1][C@@H:2]1[CH2:6][C:5](=[O:7])[C@H:4]([CH2:8][C:9](=[O:18])[CH2:10][CH2:11][CH2:12][CH2:13][C:14]([O:16]C)=[O:15])[C@H:3]1/[CH:19]=[CH:20]/[C@@H:21]([OH:29])[CH2:22][C@@H:23]([CH3:28])[CH2:24][CH2:25][CH2:26][CH3:27].O[C@@H](C[C@@H](C)CCCC)/C=C/[C@H]1CCC(=O)[C@@H]1CCSC1SC=C(C(OCC)=O)N=1>>[OH:1][C@@H:2]1[CH2:6][C:5](=[O:7])[C@H:4]([CH2:8][C:9](=[O:18])[CH2:10][CH2:11][CH2:12][CH2:13][C:14]([OH:16])=[O:15])[C@H:3]1/[CH:19]=[CH:20]/[C@@H:21]([OH:29])[CH2:22][C@@H:23]([CH3:28])[CH2:24][CH2:25][CH2:26][CH3:27]. Procedure details: By the same procedure as the reaction of Example 30 using methyl 7-{(1R,2R,3R)-3-hydroxy-2-[(1E,3S,5S)-3-hydroxy-5-methyl-1-nonenyl]-5-oxocyclopentyl}-6-oxoheptanoate (Reg No.70667-26-4) instead of the compound 29, the title compound having the following physical data was obtained.